This data is from the Open Reaction Database (ORD), a public repository of structured organic reaction records. The task is: describe an organic reaction: reactants, conditions, products, and yield Starting materials: C(C1=CC=CC=C1)OC(=O)N[C@@H]1[C@@H](CN(CC1)C(=O)OC(C)(C)C)OC (tert-Butyl cis(±)-4-{[(benzyloxy)carbonyl]amino}-3-methoxypiperidine-1-carboxylate), Cl.C(C)(=O)OCC (hydrochloric acid ethyl acetate). The solvent is CO (methanol). Conditions: time 1 hour. The product is Cl.CO[C@@H]1CNCC[C@@H]1NC(OCC1=CC=CC=C1)=O (Benzyl cis(±)-[3-methoxypiperidin-4-yl]carbamate hydrochloride). Reaction SMILES: [CH2:1]([O:8][C:9]([NH:11][C@H:12]1[CH2:17][CH2:16][N:15](C(OC(C)(C)C)=O)[CH2:14][C@H:13]1[O:25][CH3:26])=[O:10])[C:2]1[CH:7]=[CH:6][CH:5]=[CH:4][CH:3]=1.[ClH:27].C(OCC)(=O)C>CO>[ClH:27].[CH3:26][O:25][C@H:13]1[C@@H:12]([NH:11][C:9](=[O:10])[O:8][CH2:1][C:2]2[CH:7]=[CH:6][CH:5]=[CH:4][CH:3]=2)[CH2:17][CH2:16][NH:15][CH2:14]1 |f:1.2,4.5|. Reported procedure: tert-Butyl cis(±)-4-{[(benzyloxy)carbonyl]amino}-3-methoxypiperidine-1-carboxylate obtained in Example (40a) (800 mg, 2.2 mmol) was dissolved in methanol (40 mL). A 4 N hydrochloric acid/ethyl acetate solution (30 mL) was added, and the mixture was stirred at room temperature for one hour. Concentration under reduced pressure gave 691 mg of the title compound as a colorless oily substance (100%). Reactants: COC(=O)C(CC1CCCC1)c1cccc([N+](=O)[O-])c1, [Li+], C1CCOC1, [OH-], O. Product: O=C(O)C(CC1CCCC1)c1cccc([N+](=O)[O-])c1. As a reaction SMILES: [CH3:1][O:2][C:3]([CH:4]([CH2:5][CH:6]1[CH2:7][CH2:8][CH2:9][CH2:10]1)[c:11]1[cH:12][c:13]([N+:17](=[O:18])[O-:19])[cH:14][cH:15][cH:16]1)=[O:20].[Li+:21].[O:24]1[CH2:25][CH2:26][CH2:27][CH2:28]1.[OH-:22].[OH2:23]>>[O:2]=[C:3]([CH:4]([CH2:5][CH:6]1[CH2:7][CH2:8][CH2:9][CH2:10]1)[c:11]1[cH:12][c:13]([N+:17](=[O:18])[O-:19])[cH:14][cH:15][cH:16]1)[OH:20]. The reactants are solid, BrC1=CC(=CC2=C1N=C(S2)SC)CNC2=NC=CC=C2N (N2-((4-bromo-2-(methylthio)benzo[d]thiazol-6-yl)methyl)pyridine-2,3-diamine), BrC=1C=C(C(=CC1OC)NCC1=CC2=C(N=C(S2)SC)C=C1)N (4-bromo-5-methoxy-N1-((2-(methylthio)benzo[d]thiazol-6-yl)methyl)benzene-1,2-diamine). Product: N1=CN(C2=NC=CC=C21)CC2=CC1=C(N=C(S1)SC)C(=C2)Br (6-((3H-Imidazo[4,5-b]pyridin-3-yl)methyl)-4-bromo-2-(methylthio)benzo[d]thiazole). RXN SMILES: [Br:1][C:2]1[C:7]2[N:8]=[C:9]([S:11][CH3:12])[S:10][C:6]=2[CH:5]=[C:4]([CH2:13][NH:14][C:15]2[C:20]([NH2:21])=[CH:19][CH:18]=[CH:17][N:16]=2)[CH:3]=1.Br[C:23]1C=C(N)C(NCC2C=CC3N=C(SC)SC=3C=2)=CC=1OC>>[N:21]1[C:20]2[C:15](=[N:16][CH:17]=[CH:18][CH:19]=2)[N:14]([CH2:13][C:4]2[CH:3]=[C:2]([Br:1])[C:7]3[N:8]=[C:9]([S:11][CH3:12])[S:10][C:6]=3[CH:5]=2)[CH:23]=1. Procedure details: 6-((3H-Imidazo[4,5-b]pyridin-3-yl)methyl)-4-bromo-2-(methylthio)benzo[d]thiazole was synthesized as an orange solid (180 mg) using a procedure analogous to that described in Step 3 of Example 41, substituting N2-((4-bromo-2-(methylthio)benzo[d]thiazol-6-yl)methyl)pyridine-2,3-diamine from the previous step for 4-bromo-5-methoxy-N1-((2-(methylthio)benzo[d]thiazol-6-yl)methyl)benzene-1,2-diamine used in Example 41. LCMS (ESI) m/z 390, 392 (M+H)+. Reactants: C(#N)C=1C=C2S(C=3C=CC(=CC3C(C2=CC1)=O)F)(=O)=O (6-cyano-2-fluorothioxanthen-9-one 10,10-dioxide), C(CN)N (ethylenediamine), C[O-].[Na+] (sodium methoxide), C(CN)N (ethylenediamine). Solvent: CO (methanol). Run at time 5 day. Yields the product N1C(=NCC1)C=1C=C2S(C=3C=CC(=CC3C(C2=CC1)=O)F)(=O)=O (6-(2-imidazolin-2-yl)-2-fluorothioxanthen-9-one 10,10-dioxide). RXN SMILES: [C:1]([C:3]1[CH:4]=[C:5]2[C:14](=[CH:15][CH:16]=1)[C:13](=[O:17])[C:12]1[CH:11]=[C:10]([F:18])[CH:9]=[CH:8][C:7]=1[S:6]2(=[O:20])=[O:19])#[N:2].[CH2:21](N)[CH2:22][NH2:23].C[O-].[Na+]>CO>[NH:2]1[CH2:21][CH2:22][N:23]=[C:1]1[C:3]1[CH:4]=[C:5]2[C:14](=[CH:15][CH:16]=1)[C:13](=[O:17])[C:12]1[CH:11]=[C:10]([F:18])[CH:9]=[CH:8][C:7]=1[S:6]2(=[O:20])=[O:19] |f:2.3|. Procedure details: A mixture of 6-cyano-2-fluorothioxanthen-9-one 10,10-dioxide, 5.2 g (0.02 mol), ethylenediamine, 1.2 g (0.02 mol), and sodium methoxide, 0.08 g (0.0015 mol), in methanol, 76 ml, was refluxed for 4 days. Additional ethylenediamine, 1.2 g (0.02 mol), was added and reflux continued for 5 days. The mixture was poured into ice and the precipitate was filtered, dried and recrystallised from ethanol, DMSO and H2O; affording 2.6 g of 6-(2-imidazolin-2-yl)-2-fluorothioxanthen-9-one 10,10-dioxide, m.p. 24... Reactants: ClC=1C=C(C=NO)C(=CN1)C#CC1=C(C=CC=C1)Cl (2-chloro-5-((2-chlorophenyl)ethynyl)isonicotinaldehyde oxime). Reagents/catalysts: [N+](=O)([O-])[O-].[Ag+] (silver nitrate). Run in C(Cl)(Cl)Cl (chloroform). Conditions: temperature 60 celsius. Yields the product ClC1=NC=C2C=C([N+](=CC2=C1)[O-])C1=C(C=CC=C1)Cl (7-chloro-3-(2-chlorophenyl)-2,6-naphthyridine 2-oxide). The yield is 84.8%. RXN SMILES: [Cl:1][C:2]1[CH:3]=[C:4]([C:8]([C:11]#[C:12][C:13]2[CH:18]=[CH:17][CH:16]=[CH:15][C:14]=2[Cl:19])=[CH:9][N:10]=1)[CH:5]=[N:6][OH:7]>C(Cl)(Cl)Cl.[N+]([O-])([O-])=O.[Ag+]>[Cl:1][C:2]1[CH:3]=[C:4]2[C:8]([CH:11]=[C:12]([C:13]3[CH:18]=[CH:17][CH:16]=[CH:15][C:14]=3[Cl:19])[N+:6]([O-:7])=[CH:5]2)=[CH:9][N:10]=1 |f:2.3|. Procedure: A mixture of 2-chloro-5-((2-chlorophenyl)ethynyl)isonicotinaldehyde oxime (235 mg, 0.81 mmol) and silver nitrate (˜10 wt. % on silica gel, +230 mesh, 275 mg, 0.16 mmol) in chloroform (7 mL) was heated at 60° C. for 1 hour. The cooled reaction mixture was treated with silica gel (1 g), concentrated in vacuo, and purified by flash chromatography (silica, 12 g, ISCO, 0-90% ethyl acetate in heptane) to afford the title compound as pale yellow solid (200 mg, 80%).